Dataset: the Open Reaction Database (ORD), a public repository of structured organic reaction records. Task: describe an organic reaction: reactants, conditions, products, and yield Reaction SMILES: [CH3:17][CH2:18][OH:19].[CH:1]1([c:6]2[c:7]([N+:14]([O-:15])=[O:16])[c:8]([C:11](=[O:12])[NH2:13])[n:9][nH:10]2)[CH2:2][CH2:3][CH2:4][CH2:5]1>>[CH:1]1([c:6]2[c:7]([NH2:14])[c:8]([C:11](=[O:12])[NH2:13])[n:9][nH:10]2)[CH2:2][CH2:3][CH2:4][CH2:5]1. Yields the product NC(=O)c1n[nH]c(C2CCCC2)c1N. The reactants are CCO, NC(=O)c1n[nH]c(C2CCCC2)c1[N+](=O)[O-].